This data is from the Open Reaction Database (ORD), a public repository of structured organic reaction records. The task is: describe an organic reaction: reactants, conditions, products, and yield The reactants are Clc1cnc2nc(Cl)nc(Cl)c2c1, [Na+], [OH-]. Product: O=c1[nH]c(Cl)nc2ncc(Cl)cc12. RXN SMILES: [Cl:1][c:2]1[n:3][c:4]([Cl:13])[c:5]2[c:6]([n:7]1)[n:8][cH:9][c:10]([Cl:12])[cH:11]2.[Na+:15].[OH-:14]>>[Cl:1][c:2]1[nH:3][c:4](=[O:14])[c:5]2[c:6]([n:7]1)[n:8][cH:9][c:10]([Cl:12])[cH:11]2. Reactants: OC=1C=C(C#N)C=CC1 (3-hydroxy-benzonitrile), COC(C#CC)=O (methyl-2-butynoate), N12CCCCCC2=NCCC1 (1,8-diazabicyclo[5.4.0]undec-7-ene). Solvent: O1CCCC1 (tetrahydrofuran), O1CCCC1 (tetrahydrofuran). Yields the product COC(\C=C(/C)\OC1=CC(=CC=C1)C#N)=O ((E)-3-(3-cyano-phenoxy)-but-2-enoic acid methyl ester). The yield is 75.6%. RXN SMILES: [OH:1][C:2]1[CH:3]=[C:4]([CH:7]=[CH:8][CH:9]=1)[C:5]#[N:6].[CH3:10][O:11][C:12](=[O:16])[C:13]#[C:14][CH3:15].N12CCCN=C1CCCCC2>O1CCCC1>[CH3:10][O:11][C:12](=[O:16])/[CH:13]=[C:14](/[O:1][C:2]1[CH:9]=[CH:8][CH:7]=[C:4]([C:5]#[N:6])[CH:3]=1)\[CH3:15]. Procedure details: To a stirred mixture of 3-hydroxy-benzonitrile (3.30 g, 0.028 mol) and methyl-2-butynoate (5.40 g, 0.055 mol) in tetrahydrofuran (50 mL) was added 1,8-diazabicyclo[5.4.0]undec-7-ene (4.20 g, 0.028 mol) slowly. After addition was complete the mixture was stirred at reflux for 6 h. Upon completion of the reaction the tetrahydrofuran was removed in vacuo and the residue was diluted in diethyl ether and washed first with 1N aqueous hydrochloric acid, then 10% aqueous sodium hydroxide solution, a sat... Starting materials: C(C)(C)(C)C1=C(C=C(C=C1)CBr)NC(CC1C2=CC=CC=C2OC=2C=CC=CC12)=O (N-[2-t-butyl-5-bromomethylphenyl]-2-(9H-xanthen-9-yl)acetamide), C1(=CC=CC=C1)P(C1=CC=CC=C1)C1=CC=CC=C1 (triphenylphosphine). The solvent is C1(=CC=CC=C1)C (toluene). Product: [Br-].C(C)(C)(C)C1=C(C=C(C=C1)C[P+](C1=CC=CC=C1)(C1=CC=CC=C1)C1=CC=CC=C1)NC(CC1C2=CC=CC=C2OC=2C=CC=CC12)=O ({4-t-Butyl-3-[2-(9H-xanthen-9-yl)acetamido]phenyl}methyltriphenylphosphonium bromide). Isolated yield 94.2%. Reaction SMILES: [C:1]([C:5]1[CH:10]=[CH:9][C:8]([CH2:11][Br:12])=[CH:7][C:6]=1[NH:13][C:14](=[O:30])[CH2:15][CH:16]1[C:29]2[CH:28]=[CH:27][CH:26]=[CH:25][C:24]=2[O:23][C:22]2[C:17]1=[CH:18][CH:19]=[CH:20][CH:21]=2)([CH3:4])([CH3:3])[CH3:2].[C:31]1([P:37]([C:44]2[CH:49]=[CH:48][CH:47]=[CH:46][CH:45]=2)[C:38]2[CH:43]=[CH:42][CH:41]=[CH:40][CH:39]=2)[CH:36]=[CH:35][CH:34]=[CH:33][CH:32]=1>C1(C)C=CC=CC=1>[Br-:12].[C:1]([C:5]1[CH:10]=[CH:9][C:8]([CH2:11][P+:37]([C:38]2[CH:39]=[CH:40][CH:41]=[CH:42][CH:43]=2)([C:44]2[CH:49]=[CH:48][CH:47]=[CH:46][CH:45]=2)[C:31]2[CH:32]=[CH:33][CH:34]=[CH:35][CH:36]=2)=[CH:7][C:6]=1[NH:13][C:14](=[O:30])[CH2:15][CH:16]1[C:29]2[CH:28]=[CH:27][CH:26]=[CH:25][C:24]=2[O:23][C:22]2[C:17]1=[CH:18][CH:19]=[CH:20][CH:21]=2)([CH3:4])([CH3:3])[CH3:2] |f:3.4|. Procedure details: A solution of 2.52 g (5.42 mmol) of N-[2-t-butyl-5-bromomethylphenyl]-2-(9H-xanthen-9-yl)acetamide [prepared as described in step (i) above] and 1.58 g (6.02 mmol) of triphenylphosphine in 25 ml of toluene was heated under reflux for 5 hours whilst vigorously stirring. At the end of this time, it was cooled to room temperature, and the resulting precipitate was collected by filtration and pulverized. This precipitate was then washed with toluene and with hexane, in that order, and dried over anh... Starting materials: COCOc1ccc(Br)cc1C(C#N)c1ncccc1OCOC, O=C([O-])[O-], CCCC[N+](CCCC)(CCCC)CCCC, [K+], [K+], CN(C)C=O, O, O=S(=O)([O-])O. Yields the product COCOc1ccc(Br)cc1C(=O)c1ncccc1OCOC. As a reaction SMILES: [Br:1][c:2]1[cH:3][cH:4][c:5]([O:21][CH2:22][O:23][CH3:24])[c:6]([CH:7]([C:8]#[N:9])[c:10]2[n:11][cH:12][cH:13][cH:14][c:15]2[O:16][CH2:17][O:18][CH3:19])[cH:20]1.[C:25]([O-:26])(=[O:27])[O-:28].[CH2:41]([N+:42]([CH2:43][CH2:44][CH2:45][CH3:46])([CH2:47][CH2:48][CH2:49][CH3:50])[CH2:51][CH2:52][CH2:53][CH3:54])[CH2:55][CH2:56][CH3:57].[K+:29].[K+:30].[O:31]=[CH:32][N:33]([CH3:34])[CH3:35].[OH2:58].[S:36]([O-:37])([OH:38])(=[O:39])=[O:40]>>[Br:1][c:2]1[cH:3][cH:4][c:5]([O:21][CH2:22][O:23][CH3:24])[c:6]([C:7]([c:10]2[n:11][cH:12][cH:13][cH:14][c:15]2[O:16][CH2:17][O:18][CH3:19])=[O:26])[cH:20]1. The product is C1=CC=C(C=2C3=CC=CC=C3NC12)OC[C@H](CNCC1CCN(CC1)CCC)O ((2S)-1-(9H-Carbazol-4-yloxy)-3-[(1-propyl-piperidin-4-ylmethyl)-amino]-propan-2-ol). Reaction SMILES: [O:1]1[CH2:3][C@H:2]1[CH2:4][O:5][C:6]1[C:18]2[C:17]3[C:12](=[CH:13][CH:14]=[CH:15][CH:16]=3)[NH:11][C:10]=2[CH:9]=[CH:8][CH:7]=1.[NH2:19][CH2:20][CH:21]1[CH2:26][CH2:25][N:24]([CH2:27][CH2:28][CH3:29])[CH2:23][CH2:22]1>>[CH:9]1[C:10]2[NH:11][C:12]3[C:17](=[CH:16][CH:15]=[CH:14][CH:13]=3)[C:18]=2[C:6]([O:5][CH2:4][C@@H:2]([OH:1])[CH2:3][NH:19][CH2:20][CH:21]2[CH2:26][CH2:25][N:24]([CH2:27][CH2:28][CH3:29])[CH2:23][CH2:22]2)=[CH:7][CH:8]=1. Isolated yield 36.7%. Reactants: O1[C@@H](C1)COC1=CC=CC=2NC3=CC=CC=C3C12 (4-[(2S)-oxiranylmethoxy]-9H-carbazole), NCC1CCN(CC1)CCC (4-aminomethyl-1-propylpiperidine). Reported procedure: Prepared from 4-[(2S)-oxiranylmethoxy]-9H-carbazole (0.239 g, 1.0 mmol) and 4-aminomethyl-1-propylpiperidine (0.312 g, 2.0 mmol) according to the procedure used for Example 2 to give 0.145 g of the title compound as an off-white solid. Starting materials: N1C=NC=C1 (imidazole), BrC1=CC=C(C2=CC=CC=C12)O (4-Bromonaphthol), [Si](C)(C)(C(C)(C)C)Cl (t-butyldimethylsilyl chloride). Solvent: CN(C)C=O (DMF). Conditions: time 2 hour. Yields the product BrC1=CC=C(C2=CC=CC=C12)O[Si](C)(C)C(C)(C)C ((4-Bromonaphthalen-1-yloxy)(tert-butyl)dimethylsilane). Yield: 86.2%. RXN SMILES: N1C=CN=C1.[Br:6][C:7]1[C:16]2[C:11](=[CH:12][CH:13]=[CH:14][CH:15]=2)[C:10]([OH:17])=[CH:9][CH:8]=1.[Si:18](Cl)([C:21]([CH3:24])([CH3:23])[CH3:22])([CH3:20])[CH3:19]>CN(C=O)C>[Br:6][C:7]1[C:16]2[C:11](=[CH:12][CH:13]=[CH:14][CH:15]=2)[C:10]([O:17][Si:18]([C:21]([CH3:24])([CH3:23])[CH3:22])([CH3:20])[CH3:19])=[CH:9][CH:8]=1. Procedure details: To a solution of imidazole (2.3 g, 34 mmole) and 4-bromonaphthol (13, 5.0 g, 22 mmole) in DMF (10 mL) at 0° C. was added t-butyldimethylsilyl chloride (3.7 g, 24.6 mmole) in several portions. The mixture was warmed to room temperature and stirred for 2 h. The reaction mixture was partitioned between Et2O (500 mL) and water (300 mL) and the aqueous layer was back-extracted with Et2O (300 mL). The combined organic layers were washed with water (300 mL) and brine (300 mL), dried over MgSO4, filtere... Starting materials: Cl (HCl), O1CCOCC1 (dioxane), CC1=CC(=NC(=N1)SCC1=CC=NC=C1)O (6-methyl-2-[(pyridin-4-ylmethyl)sulfanyl]pyrimidin-4-ol). The solvent is CO (methanol). Run at time 30 minute. The product is Cl.CC1=CC(=NC(=N1)SCC1=CC=NC=C1)O (6-methyl-2-[(pyridin-4-ylmethyl)sulfanyl]pyrimidin-4-ol hydrochloride). Yield: 94.0%. As a reaction SMILES: [CH3:1][C:2]1[N:7]=[C:6]([S:8][CH2:9][C:10]2[CH:15]=[CH:14][N:13]=[CH:12][CH:11]=2)[N:5]=[C:4]([OH:16])[CH:3]=1.[ClH:17].O1CCOCC1>CO>[ClH:17].[CH3:1][C:2]1[N:7]=[C:6]([S:8][CH2:9][C:10]2[CH:11]=[CH:12][N:13]=[CH:14][CH:15]=2)[N:5]=[C:4]([OH:16])[CH:3]=1 |f:4.5|. Procedure details: 6-methyl-2-[(pyridin-4-ylmethyl)sulfanyl]pyrimidin-4-ol (100 mg, 429 μmol) was stirred in methanol (10 mL) and a solution of HCl 4N in dioxane (160 μL, 643 mmol) was added dropwise at 0° C. The mixture was stirred for 30 minutes at room temperature. The solvent was removed, and the residue was washed 3 times with diethyl ether and dried in vacuo to afford to 6-methyl-2-[(pyridin-4-ylmethyl)sulfanyl]pyrimidin-4-ol hydrochloride (109 mg, 94% yield); 1H NMR (400 MHz, MeOd4): δ 2.42 (s, 3H), 4.82 (s... The reactants are COC=1C=C2C(C(=CNC2=CC1)C(=O)OCC)=O (ethyl 6-methoxy-4-oxo-1,4-dihydro-quinoline-3-carboxylate), [OH-].[Na+] (NaOH), Cl (HCl). Run in C(C)O (ethanol). Yields the product COC=1C=C2C(C(=CNC2=CC1)C(=O)O)=O (6-methoxy-4-oxo-1,4-dihydro-quinoline-3-carboxylic acid). Yield: 87.4%. As a reaction SMILES: [CH3:1][O:2][C:3]1[CH:4]=[C:5]2[C:10](=[CH:11][CH:12]=1)[NH:9][CH:8]=[C:7]([C:13]([O:15]CC)=[O:14])[C:6]2=[O:18].[OH-].[Na+].Cl>C(O)C>[CH3:1][O:2][C:3]1[CH:4]=[C:5]2[C:10](=[CH:11][CH:12]=1)[NH:9][CH:8]=[C:7]([C:13]([OH:15])=[O:14])[C:6]2=[O:18] |f:1.2|. Procedure details: A mixture of ethyl 6-methoxy-4-oxo-1,4-dihydro-quinoline-3-carboxylate (1.22 g, 4.96 mmol), 1N NaOH (25 mL), and ethanol (5 mL) is heated at reflux for 1.5 h. The reaction mixture is cooled in an ice bath, acidified with aqueous HCl, and the precipitate is collected, rinsed with water and dried to give 0.95 g of 6-methoxy-4-oxo-1,4-dihydro-quinoline-3-carboxylic acid. Starting materials: Brc1c2ccccc2cc2ccccc12, COC(=O)C(Cc1ccc([Sn](C)(C)C)cc1)NC(C)=O, CC(=O)[O-], CC(=O)[O-], CCOCC, CO, ClCCl, N#N, CN(C)C=O, [Pd+2], Cc1ccccc1P(c1ccccc1C)c1ccccc1C. The product is COC(=O)C(Cc1ccc(-c2c3ccccc3cc3ccccc23)cc1)NC(C)=O. Reaction SMILES: [Br:21][c:22]1[c:23]2[cH:24][cH:25][cH:26][cH:27][c:28]2[cH:29][c:30]2[cH:31][cH:32][cH:33][cH:34][c:35]12.[C:1]([CH3:2])(=[O:3])[NH:4][CH:5]([C:6](=[O:7])[O:8][CH3:9])[CH2:10][c:11]1[cH:12][cH:13][c:14]([Sn:17]([CH3:18])([CH3:19])[CH3:20])[cH:15][cH:16]1.[C:70]([O-:71])(=[O:72])[CH3:73].[C:75]([O-:76])(=[O:77])[CH3:78].[CH3:65][CH2:66][O:67][CH2:68][CH3:69].[CH3:79][OH:80].[Cl:81][CH2:82][Cl:83].[N:58]#[N:59].[O:60]=[CH:61][N:62]([CH3:63])[CH3:64].[Pd+2:74].[c:36]1([CH3:37])[cH:38][cH:39][cH:40][cH:41][c:42]1[P:43]([c:44]1[cH:45][cH:46][cH:47][cH:48][c:49]1[CH3:50])[c:51]1[cH:52][cH:53][cH:54][cH:55][c:56]1[CH3:57]>>[C:1]([CH3:2])(=[O:3])[NH:4][CH:5]([C:6](=[O:7])[O:8][CH3:9])[CH2:10][c:11]1[cH:12][cH:13][c:14](-[c:22]2[c:23]3[cH:24][cH:25][cH:26][cH:27][c:28]3[cH:29][c:30]3[cH:31][cH:32][cH:33][cH:34][c:35]23)[cH:15][cH:16]1.